Dataset: the Open Reaction Database (ORD), a public repository of structured organic reaction records. Task: describe an organic reaction: reactants, conditions, products, and yield Reactants: N1(C=NC=2C=NC=CC21)CC2=CC=C(C(=O)OCC)C=C2 (ethyl 4-(1H-imidazo[4,5-c]pyridin-1-ylmethyl)benzoate), N1CCOCC1 (morpholine). Reaction conditions: temperature 150 celsius. Yields the product N1(C=NC=2C=NC=CC21)CC2=CC=C(C=C2)C(=O)N2CCOCC2 ([4-(1H-imidazo[4,5-c]pyridin-1-ylmethyl)phenyl](4-morpholinyl)methanone). RXN SMILES: [N:1]1([CH2:10][C:11]2[CH:21]=[CH:20][C:14]([C:15]([O:17]CC)=O)=[CH:13][CH:12]=2)[C:9]2[CH:8]=[CH:7][N:6]=[CH:5][C:4]=2[N:3]=[CH:2]1.[NH:22]1[CH2:27][CH2:26][O:25][CH2:24][CH2:23]1>>[N:1]1([CH2:10][C:11]2[CH:12]=[CH:13][C:14]([C:15]([N:22]3[CH2:27][CH2:26][O:25][CH2:24][CH2:23]3)=[O:17])=[CH:20][CH:21]=2)[C:9]2[CH:8]=[CH:7][N:6]=[CH:5][C:4]=2[N:3]=[CH:2]1. Procedure: A suspension of ethyl 4-(1H-imidazo[4,5-c]pyridin-1-ylmethyl)benzoate (0.50 g, 0.0018 mol) in morpholine (10 ml) was maintained at 150° C. in a bomb calorimeter for 3 days. The morpholine was evaporated off under reduced pressure to yield a crude product which was purified by column chromatography (silica gel, 10% ethanol in chloroform) and recrystallized from diethyl ether-ethyl acetate to yield [4-(1H-imidazo[4,5-c]pyridin-1-ylmethyl)phenyl](4-morpholinyl)methanone as a colorless crystalline s... The reactants are Intermediate 1, BrC1=C(N=C2N(C1=O)C=CC=C2)C (3-bromo-2-methyl-4H-pyrido[1,2-a]pyrimidin-4-one), COC=1C(=C(C=O)C=CC1)OCCCCCC (3-methoxy-2-(hexyloxy)benzaldehyde), [O-]CC.[Na+] (sodium ethoxide). Solvent: C(C)O (ethanol). Product: BrC1=C(N=C2N(C1=O)C=CC=C2)\C=C\C2=C(C(=CC=C2)OC)OCCCCCC (3-Bromo-2-{(E)-2-[2-(hexyloxy)-3-methoxyphenyl]vinyl}-4H-pyrido[1,2-a]pyrimidin-4-one), product. As a reaction SMILES: [Br:1][C:2]1[C:7](=[O:8])[N:6]2[CH:9]=[CH:10][CH:11]=[CH:12][C:5]2=[N:4][C:3]=1[CH3:13].[CH3:14][O:15][C:16]1[C:17]([O:24][CH2:25][CH2:26][CH2:27][CH2:28][CH2:29][CH3:30])=[C:18]([CH:21]=[CH:22][CH:23]=1)[CH:19]=O.[O-]CC.[Na+]>C(O)C>[Br:1][C:2]1[C:7](=[O:8])[N:6]2[CH:9]=[CH:10][CH:11]=[CH:12][C:5]2=[N:4][C:3]=1/[CH:13]=[CH:19]/[C:18]1[CH:21]=[CH:22][CH:23]=[C:16]([O:15][CH3:14])[C:17]=1[O:24][CH2:25][CH2:26][CH2:27][CH2:28][CH2:29][CH3:30] |f:2.3|. Reported procedure: The title compound was prepared from 3-bromo-2-methyl-4H-pyrido[1,2-a]pyrimidin-4-one (1.501 g, 6.271 mmol) and 3-methoxy-2-(hexyloxy)benzaldehyde (1.642 g, 6.942 mmol) in the presence of sodium ethoxide (0.642 g, 9.401 mmol) in absolute ethanol (30 ml) as described in Intermediate 1 to give 986 mg of the product as a light yellow solid; 1H NMR (300 MHz, CDCl3) δ 0.84-0.90 (m, 3H), 1.30-1.38 (m, 4H), 1.52-1.58 (m, 2H), 1.88 (t, J=6.9 Hz, 2H) 3.87 (s, 3H), 4.01 (t, J=6.9 Hz, 2H), 6.90 (d, J=8.1 H...